Dataset: the Open Reaction Database (ORD), a public repository of structured organic reaction records. Task: describe an organic reaction: reactants, conditions, products, and yield The reactants are O=C1c2ccccc2C(=O)N1CCBr, O=C([O-])[O-], COc1ccccc1N1CCNCC1, CC#N, CN(C)C=O, [K+], [K+]. Yields the product COc1ccccc1N1CCN(CCN2C(=O)c3ccccc3C2=O)CC1. As a reaction SMILES: [Br:15][CH2:16][CH2:17][N:18]1[C:19](=[O:28])[c:20]2[c:21]([cH:24][cH:25][cH:26][cH:27]2)[C:22]1=[O:23].[C:29](=[O:30])([O-:31])[O-:32].[CH3:1][O:2][c:3]1[c:4]([N:9]2[CH2:10][CH2:11][NH:12][CH2:13][CH2:14]2)[cH:5][cH:6][cH:7][cH:8]1.[CH3:35][C:36]#[N:37].[CH3:38][N:39]([CH3:40])[CH:41]=[O:42].[K+:33].[K+:34]>>[CH3:1][O:2][c:3]1[c:4]([N:9]2[CH2:10][CH2:11][N:12]([CH2:16][CH2:17][N:18]3[C:19](=[O:28])[c:20]4[c:21]([cH:24][cH:25][cH:26][cH:27]4)[C:22]3=[O:23])[CH2:13][CH2:14]2)[cH:5][cH:6][cH:7][cH:8]1. Reactants: C(C)(C)(C)C1C(=C(C(N1CCC(C)C)=O)C1=CS(C2=C(N1)C=CC(=C2)NS(=O)(=O)C)(=O)=O)O (N-{3-[5-tert-butyl-4-hydroxy-1-(3-methyl-butyl)-2-oxo-2,5-dihydro-1H-pyrrol-3-yl]-1,1-dioxo-1,4-dihydro-1λ6-benzo[1,4]thiazin-7-yl}-methanesulfonamide), C(C)(C)(C)C1C(=C(C(N1CC1=CC(=C(C=C1)F)C)=O)C1=CS(C2=C(N1)C=CC(=C2)NS(=O)(=O)C)(=O)=O)O (N-{3-[5-tert-butyl-1-(4-fluoro-3-methyl-benzyl)-4-hydroxy-2-oxo-2,5-dihydro-1H-pyrrol-3-yl]-1,1-dioxo-1,4-dihydro-1λ6-benzo[1,4]thiazin-7-yl}-methanesulfonamide). The product is C(C)(C)(C)C1C(=C(C(N1CCC(C)C)=O)C1=C(S(C2=C(N1)C=CC(=C2)NS(=O)(=O)C)(=O)=O)C#N)O (N-{3-[5-tert-Butyl-4-hydroxy-1-(3-methyl-butyl)-2-oxo-2,5-dihydro-1H-pyrrol-3-yl]-2-cyano-1,1-dioxo-1,4-dihydro-1λ6-benzo[1,4]thiazin-7-yl}-methanesulfonamide). As a reaction SMILES: [C:1]([CH:5]1[N:9]([CH2:10][CH2:11][CH:12]([CH3:14])[CH3:13])[C:8](=[O:15])[C:7]([C:16]2[NH:21][C:20]3[CH:22]=[CH:23][C:24]([NH:26][S:27]([CH3:30])(=[O:29])=[O:28])=[CH:25][C:19]=3[S:18](=[O:32])(=[O:31])[CH:17]=2)=[C:6]1[OH:33])([CH3:4])([CH3:3])[CH3:2].C(C1[N:42](CC2C=CC(F)=C(C)C=2)[C:41](=O)C(C2NC3C=CC(NS(C)(=O)=O)=CC=3S(=O)(=O)C=2)=C1O)(C)(C)C>>[C:1]([CH:5]1[N:9]([CH2:10][CH2:11][CH:12]([CH3:14])[CH3:13])[C:8](=[O:15])[C:7]([C:16]2[NH:21][C:20]3[CH:22]=[CH:23][C:24]([NH:26][S:27]([CH3:30])(=[O:28])=[O:29])=[CH:25][C:19]=3[S:18](=[O:32])(=[O:31])[C:17]=2[C:41]#[N:42])=[C:6]1[OH:33])([CH3:3])([CH3:4])[CH3:2]. Procedure: N-{3-[5-tert-Butyl-4-hydroxy-1-(3-methyl-butyl)-2-oxo-2,5-dihydro-1H-pyrrol-3-yl]-2-cyano-1,1-dioxo-1,4-dihydro-1λ6-benzo[1,4]thiazin-7-yl}-methanesulfonamide was prepared from N-{3-[5-tert-butyl-4-hydroxy-1-(3-methyl-butyl)-2-oxo-2,5-dihydro-1H-pyrrol-3-yl]-1,1-dioxo-1,4-dihydro-1λ6-benzo[1,4]thiazin-7-yl}-methanesulfonamide (15c, R3=Me2CH(CH2)2) to afford 28 mg (27%) of I-26: LCMS RT 2.48 min, M−H.